This data is from the Open Reaction Database (ORD), a public repository of structured organic reaction records. The task is: describe an organic reaction: reactants, conditions, products, and yield Starting materials: O=C(c1ccccc1)c1cccc(Br)c1, ClCCl, [Na+], [OH-], O=C(O)C(F)(F)F. Product: Brc1cccc(Cc2ccccc2)c1. RXN SMILES: [Br:8][c:9]1[cH:10][c:11]([C:12](=[O:13])[c:14]2[cH:15][cH:16][cH:17][cH:18][cH:19]2)[cH:20][cH:21][cH:22]1.[Cl:25][CH2:26][Cl:27].[Na+:24].[OH-:23].[OH:1][C:2]([C:3]([F:4])([F:5])[F:6])=[O:7]>>[Br:8][c:9]1[cH:10][c:11]([CH2:12][c:14]2[cH:15][cH:16][cH:17][cH:18][cH:19]2)[cH:20][cH:21][cH:22]1. Reactants: C(C1=CC=CC=C1)OC(=O)N1[C@@H](C[C@H](C1)OC(C)(C)C)C(NC1=C(C=CC=C1)Br)=O ((2S,4R)-2-(2-bromo-phenylcarbamoyl)-4-tert-butoxy-pyrrolidine-1-carboxylic acid benzyl ester), C(=O)([O-])[O-].[Cs+].[Cs+] (Cs2CO3), O (water). Reagents/catalysts: [Cu]I (CuI). The solvent is COCCOC (DME). Yields the product C(C1=CC=CC=C1)OC(=O)N1[C@@H](C[C@H](C1)OC(C)(C)C)C=1OC2=C(N1)C=CC=C2 ((2S,4R)-2-benzooxazol-2-yl-4-tert-butoxy-pyrrolidine-1-carboxylic acid benzyl ester). Yield: 57.7%. RXN SMILES: [CH2:1]([O:8][C:9]([N:11]1[CH2:15][C@H:14]([O:16][C:17]([CH3:20])([CH3:19])[CH3:18])[CH2:13][C@H:12]1[C:21](=[O:30])[NH:22][C:23]1[CH:28]=[CH:27][CH:26]=[CH:25][C:24]=1Br)=[O:10])[C:2]1[CH:7]=[CH:6][CH:5]=[CH:4][CH:3]=1.C([O-])([O-])=O.[Cs+].[Cs+].O>COCCOC.[Cu]I>[CH2:1]([O:8][C:9]([N:11]1[CH2:15][C@H:14]([O:16][C:17]([CH3:20])([CH3:19])[CH3:18])[CH2:13][C@H:12]1[C:21]1[O:30][C:24]2[CH:25]=[CH:26][CH:27]=[CH:28][C:23]=2[N:22]=1)=[O:10])[C:2]1[CH:7]=[CH:6][CH:5]=[CH:4][CH:3]=1 |f:1.2.3|. Reported procedure: To a stirred solution of (2S,4R)-2-(2-bromo-phenylcarbamoyl)-4-tert-butoxy-pyrrolidine-1-carboxylic acid benzyl ester (900 mg, 1.89 mmol) in DME (20 mL) at 25° C. in a sealed tube were added CuI (36 mg, 0.19 mmol), 1,10-phenanthraline (68 mg, 0.38 mmol), and Cs2CO3 (1.847 g, 5.68 mmol). The reaction mixture was refluxed for 14 h. After completion of reaction, water was added, and the mixture was then extracted with dichloromethane. The organic layer was washed with brine, dried over anhydrous so... Starting materials: O=C([O-])[O-], [Cs+], [Cs+], O=C(c1ncc(F)cc1F)N1CC(F)C1, CN(C)C=O, COC(=O)c1cc(O)c2c(c1)OC(C)(C)C2. Product: COC(=O)c1cc(Oc2cnc(C(=O)N3CC(F)C3)c(F)c2)c2c(c1)OC(C)(C)C2. As a reaction SMILES: [C:32](=[O:33])([O-:34])[O-:35].[Cs+:36].[Cs+:37].[F:1][c:2]1[c:3]([C:9](=[O:10])[N:11]2[CH2:12][CH:13]([F:15])[CH2:14]2)[n:4][cH:5][c:6]([F:8])[cH:7]1.[O:38]=[CH:39][N:40]([CH3:41])[CH3:42].[OH:16][c:17]1[cH:18][c:19]([C:28](=[O:29])[O:30][CH3:31])[cH:20][c:21]2[c:22]1[CH2:23][C:24]([CH3:26])([CH3:27])[O:25]2>>[F:1][c:2]1[c:3]([C:9](=[O:10])[N:11]2[CH2:12][CH:13]([F:15])[CH2:14]2)[n:4][cH:5][c:6]([O:16][c:17]2[cH:18][c:19]([C:28](=[O:29])[O:30][CH3:31])[cH:20][c:21]3[c:22]2[CH2:23][C:24]([CH3:26])([CH3:27])[O:25]3)[cH:7]1. Reaction SMILES: [CH3:26][N:27]([CH3:28])[CH:29]=[O:30].[Cl:1][c:2]1[c:3]([C:8]2=[N:9][CH2:10][C:11]([NH:22][CH2:23][N:24]=[O:25])=[N:12][c:13]3[c:14]2[cH:15][c:16]([N+:19](=[O:20])[O-:21])[cH:17][cH:18]3)[cH:4][cH:5][cH:6][cH:7]1.[N+:31](=[O:32])([O-:33])[CH3:34]>>[Cl:1][c:2]1[c:3]([C:8]2=[N:9][CH2:10][C:11](=[CH:34][N+:31](=[O:32])[O-:33])[NH:12][c:13]3[c:14]2[cH:15][c:16]([N+:19](=[O:20])[O-:21])[cH:17][cH:18]3)[cH:4][cH:5][cH:6][cH:7]1. Starting materials: CN(C)C=O, O=NCNC1=Nc2ccc([N+](=O)[O-])cc2C(c2ccccc2Cl)=NC1, C[N+](=O)[O-]. Product: O=[N+]([O-])C=C1CN=C(c2ccccc2Cl)c2cc([N+](=O)[O-])ccc2N1. Starting materials: C(C1=CC=CC=C1)N1C[C@@H]([C@H](C1)C1=CC(=C(C=C1)F)F)[C@@H](CO[Si](C)(C)C(C)(C)C)O ((S)-1-[(3R,4S)-1-benzyl-4-(3,4-difluoro-phenyl)-pyrrolidin-3-yl]-2-(tert-butyl-dimethyl-silanyloxy)-ethanol), ClC=1C=CC(=NC1)O (5-Chloro-pyridin-2-ol). The product is C(C1=CC=CC=C1)N1C[C@@H]([C@H](C1)C1=CC(=C(C=C1)F)F)[C@H](CO[Si](C)(C)C(C)(C)C)OC1=NC=C(C=C1)Cl (2-[(R)-1-[(3R,4S)-1-Benzyl-4-(3,4-difluoro-phenyl)-pyrrolidin-3-yl]-2-(tert-butyl-dimethyl-silanyloxy)-ethoxy]-5-chloro-pyridine). Reaction SMILES: [CH2:1]([N:8]1[CH2:12][C@H:11]([C:13]2[CH:18]=[CH:17][C:16]([F:19])=[C:15]([F:20])[CH:14]=2)[C@@H:10]([C@H:21]([OH:31])[CH2:22][O:23][Si:24]([C:27]([CH3:30])([CH3:29])[CH3:28])([CH3:26])[CH3:25])[CH2:9]1)[C:2]1[CH:7]=[CH:6][CH:5]=[CH:4][CH:3]=1.[Cl:32][C:33]1[CH:34]=[CH:35][C:36](O)=[N:37][CH:38]=1>>[CH2:1]([N:8]1[CH2:12][C@H:11]([C:13]2[CH:18]=[CH:17][C:16]([F:19])=[C:15]([F:20])[CH:14]=2)[C@@H:10]([C@@H:21]([O:31][C:36]2[CH:35]=[CH:34][C:33]([Cl:32])=[CH:38][N:37]=2)[CH2:22][O:23][Si:24]([C:27]([CH3:28])([CH3:30])[CH3:29])([CH3:26])[CH3:25])[CH2:9]1)[C:2]1[CH:7]=[CH:6][CH:5]=[CH:4][CH:3]=1. Reported procedure: The titled compound was prepared following the general procedure for Mitsunobu reaction using (S)-1-[(3R,4S)-1-benzyl-4-(3,4-difluoro-phenyl)-pyrrolidin-3-yl]-2-(tert-butyl-dimethyl-silanyloxy)-ethanol and 5-Chloro-pyridin-2-ol. ES-MS m/e: 559.2 (M+H+). The reactants are COc1ccc2c(c1)CCn1c-2cc(Cl)nc1=O, Nc1ccc2cn[nH]c2c1. The product is COc1ccc2c(c1)CCn1c-2cc(Nc2ccc3cn[nH]c3c2)nc1=O. RXN SMILES: [Cl:1][c:2]1[n:3][c:4](=[O:18])[n:5]2[c:6]([cH:17]1)-[c:7]1[cH:8][cH:9][c:10]([O:15][CH3:16])[cH:11][c:12]1[CH2:13][CH2:14]2.[nH:19]1[n:20][cH:21][c:22]2[cH:23][cH:24][c:25]([NH2:28])[cH:26][c:27]12>>[c:2]1([NH:28][c:25]2[cH:24][cH:23][c:22]3[cH:21][n:20][nH:19][c:27]3[cH:26]2)[n:3][c:4](=[O:18])[n:5]2[c:6]([cH:17]1)-[c:7]1[cH:8][cH:9][c:10]([O:15][CH3:16])[cH:11][c:12]1[CH2:13][CH2:14]2. The reactants are C(C=C)(=O)O (Acrylic acid), C(=C)(C)OC(=C)C (diisopropenyl ether), C(C(=O)O)(=O)O (oxalic acid). Solvent: C(Cl)Cl (methylene chloride). Run at time 24.5 hour. Product: C(C=C)(=O)OC(C=C)=O (acrylic anhydride). RXN SMILES: [C:1]([OH:5])(=[O:4])[CH:2]=[CH2:3].C(O[C:10]([CH3:12])=[CH2:11])(C)=C.C(O)(=O)C(O)=[O:15]>C(Cl)Cl>[C:1]([O:5][C:12](=[O:15])[CH:10]=[CH2:11])(=[O:4])[CH:2]=[CH2:3]. Reported procedure: Acrylic acid (1.47 g, 0.02 mole), diisopropenyl ether (0.99 g, 0.01 mole) and oxalic acid (0.008 g, 8.9×10-5 moles) were mixed in a nitrogen-filled 10-ml volumetric flask. A 30-μl aliquot of this mixture was transferred to a nuclear magnetic resonance tube, mixed with CDCl3 (0.5 ml), methylene chloride (10 μ) and tetramethylsilane. After 24.5 hours, the sample in the nuclear magnetic resonance tube showed that the reaction was almost complete as the acid was nearly consumed. The amount of acryli...